This data is from the Open Reaction Database (ORD), a public repository of structured organic reaction records. The task is: describe an organic reaction: reactants, conditions, products, and yield The reactants are NC(CC(=O)OC)CC1=C(C=C(C(=C1)F)F)F (Methyl 3-amino-4-(2,4,5-trifluorophenyl)butanoate), O=C(CC(=O)OC)CC1=C(C=C(C(=C1)F)F)F (methyl 3-oxo-4-(2,4,5-trifluorophenyl)butanoate), [OH-].[Na+] (NaOH). Run in CO (MeOH), O (water). Product: NC(CC(=O)O)CC1=C(C=C(C(=C1)F)F)F (Racemic 3-amino-4-(2,4,5-trifluorophenyl)butanoic acid). Reaction SMILES: [NH2:1][CH:2]([CH2:8][C:9]1[CH:14]=[C:13]([F:15])[C:12]([F:16])=[CH:11][C:10]=1[F:17])[CH2:3][C:4]([O:6]C)=[O:5].O=C(CC1C=C(F)C(F)=CC=1F)CC(OC)=O.[OH-].[Na+]>CO.O>[NH2:1][CH:2]([CH2:8][C:9]1[CH:14]=[C:13]([F:15])[C:12]([F:16])=[CH:11][C:10]=1[F:17])[CH2:3][C:4]([OH:6])=[O:5] |f:2.3|. Procedure details: Methyl 3-amino-4-(2,4,5-trifluorophenyl)butanoate (5.8 g, 23.5 mmol), prepared from methyl 3-oxo-4-(2,4,5-trifluorophenyl)butanoate according to the process of WO 10/122578, was refluxed in the solution of NaOH (1.88 g, 46.9 mmol) in MeOH (40 mL) and water (20 mL) overnight. After the completion of the reaction, the MeOH was evaporated and 80 mL of water was added. The pH of the solution was adjusted to 8 by addition of 6M HCl and the resulting white precipitate was filtered off and dried overni... Starting materials: N#Cc1c[nH]c(C(=O)O)c1, O=C([O-])O, CCN=C=NCCCN(C)C, CN1CCN(c2ccc(NC(=O)c3ccc(C#N)o3)c(N3CCCCC3)c2)CC1, ClCCl, Cl, [Na+], Oc1cccc2[nH]nnc12. The product is CN1CCN(c2ccc(NC(=O)c3cc(C#N)c[nH]3)c(N3CCCCC3)c2)CC1. Reaction SMILES: [C:1](#[N:2])[c:3]1[cH:4][c:5]([C:8](=[O:9])[OH:10])[nH:6][cH:7]1.[C:62](=[O:63])([OH:64])[O-:65].[CH3:12][N:13]([CH3:14])[CH2:15][CH2:16][CH2:17][N:18]=[C:19]=[N:20][CH2:21][CH3:22].[CH3:33][N:34]1[CH2:35][CH2:36][N:37]([c:40]2[cH:41][c:42]([N:56]3[CH2:57][CH2:58][CH2:59][CH2:60][CH2:61]3)[c:43]([NH:46][C:47]([c:48]3[o:49][c:50]([C:51]#[N:52])[cH:53][cH:54]3)=[O:55])[cH:44][cH:45]2)[CH2:38][CH2:39]1.[Cl:67][CH2:68][Cl:69].[ClH:11].[Na+:66].[OH:23][c:24]1[c:25]2[n:26][n:27][nH:28][c:29]2[cH:30][cH:31][cH:32]1>>[C:1](#[N:2])[c:3]1[cH:4][c:5]([C:8](=[O:10])[NH:46][c:43]2[c:42]([N:56]3[CH2:57][CH2:58][CH2:59][CH2:60][CH2:61]3)[cH:41][c:40]([N:37]3[CH2:36][CH2:35][N:34]([CH3:33])[CH2:39][CH2:38]3)[cH:45][cH:44]2)[nH:6][cH:7]1. Reactants: Cl.C(C1=CC=CC=C1)OC1=CC=CC2=C1OC1=CC(=CC=C1C21CCN(CC1)C)OC (4-benzyloxy-6-methoxy-1'-methylxanthene-9-spiro-4'-piperidine hydrochloride). The reagents and catalysts are [Pd] (palladium-on-carbon). Run in C(C)O (ethanol). The product is Cl.OC1=CC=CC2=C1OC1=CC(=CC=C1C21CCN(CC1)C)OC (4-hydroxy-6-methoxy-1'-methylxanthene-9-spiro-4'-piperidine hydrochloride). Reaction SMILES: [ClH:1].C([O:9][C:10]1[C:15]2[O:16][C:17]3[C:22]([C:23]4([CH2:28][CH2:27][N:26]([CH3:29])[CH2:25][CH2:24]4)[C:14]=2[CH:13]=[CH:12][CH:11]=1)=[CH:21][CH:20]=[C:19]([O:30][CH3:31])[CH:18]=3)C1C=CC=CC=1>C(O)C.[Pd]>[ClH:1].[OH:9][C:10]1[C:15]2[O:16][C:17]3[C:22]([C:23]4([CH2:24][CH2:25][N:26]([CH3:29])[CH2:27][CH2:28]4)[C:14]=2[CH:13]=[CH:12][CH:11]=1)=[CH:21][CH:20]=[C:19]([O:30][CH3:31])[CH:18]=3 |f:0.1,4.5|. Procedure: A solution of 4-benzyloxy-6-methoxy-1'-methylxanthene-9-spiro-4'-piperidine hydrochloride (1.5 g.) in ethanol (200 ml.) is hydrogenated using 5% w/w palladium-on-carbon catalyst at 1 atmosphere and 25° C. The catalyst is filtered off and the ethanol evaporated to give a gummy residue which is crystallised from ethanol-ether to give 4-hydroxy-6-methoxy-1'-methylxanthene-9-spiro-4'-piperidine hydrochloride, m.p. 223°-224° C. Starting materials: FC1=C(C(=O)Cl)C=CC(=C1)F (2,4-Difluorobenzoyl chloride), C(C)OC(CC(C)C)=O (isovaleric acid ethyl ester). Product: C(C)OC(C(C(C)C)C(C1=C(C=C(C=C1)F)F)=O)=O (2-(2.4-Difluorobenzoyl)isovaleric acid ethyl ester). Yield: 68.0%. As a reaction SMILES: [F:1][C:2]1[CH:10]=[C:9]([F:11])[CH:8]=[CH:7][C:3]=1[C:4](Cl)=[O:5].[CH2:12]([O:14][C:15](=[O:20])[CH2:16][CH:17]([CH3:19])[CH3:18])[CH3:13]>>[CH2:12]([O:14][C:15](=[O:20])[CH:16]([C:4](=[O:5])[C:3]1[CH:7]=[CH:8][C:9]([F:11])=[CH:10][C:2]=1[F:1])[CH:17]([CH3:19])[CH3:18])[CH3:13]. Procedure: 2,4-Difluorobenzoyl chloride (4.9 ml) and isovaleric acid ethyl ester (3.0 ml) were subjected to reaction and post-treatment in a similar manner to that described in Reference example 8(a) to obtain the title compound (3.65 g, 68%) as a colorless liquid. Starting materials: ClC1=NC=C(C(=N1)Cl)F (2,4-dichloro-5-fluoropyrimidine), ClC=1C=C(N)C=CC1Cl (3,4-dichloroaniline). Yields the product ClC1=NC=C(C(=N1)NC1=CC(=C(C=C1)Cl)Cl)F (2-chloro-N4-(3,4-dichlorophenyl)-5-fluoro-4-pyrimidineamine). RXN SMILES: [Cl:1][C:2]1[N:7]=[C:6](Cl)[C:5]([F:9])=[CH:4][N:3]=1.[Cl:10][C:11]1[CH:12]=[C:13]([CH:15]=[CH:16][C:17]=1[Cl:18])[NH2:14]>>[Cl:1][C:2]1[N:7]=[C:6]([NH:14][C:13]2[CH:15]=[CH:16][C:17]([Cl:18])=[C:11]([Cl:10])[CH:12]=2)[C:5]([F:9])=[CH:4][N:3]=1. Procedure: In like manner to the preparation of 2-chloro-5-fluoro-N4-[3-(1H-tetrazol-5-yl)phenyl]-4-pyrimidineamine the reaction of 2,4-dichloro-5-fluoropyrimidine with 3,4-dichloroaniline gave 2-chloro-N4-(3,4-dichlorophenyl)-5-fluoro-4-pyrimidineamine. LCMS: purity: 95%; MS (m/e): 294 (M+2H).